This data is from the Open Reaction Database (ORD), a public repository of structured organic reaction records. The task is: describe an organic reaction: reactants, conditions, products, and yield Starting materials: C(C)C1=CC2(CCN(CC2)C(=O)C2=CC(=C(C=C2)OC(C)C)C)OC(C1)C=1C=NC=CC1 ([8-ethyl-10-(3-pyridyl)-11-oxa-3-azaspiro[5.5]undec-7-en-3-yl]-(4-isopropoxy-3-methyl-phenyl)methanone). The reagents and catalysts are [Pd] (palladium on carbon). Run in CCO (EtOH). Conditions: temperature 25 celsius, time 4 hour. The product is C(C)[C@@H]1C[C@@H](OC2(C1)CCN(CC2)C(=O)C2=CC(=C(C=C2)OC(C)C)C)C=2C=NC=CC2 ((cis-4-ethyl-2-(pyridin-3-yl)-1-oxa-9-azaspiro[5.5]undecan-9-yl)(4-isopropoxy-3-methylphenyl)methanone). Yield: 18.5%. RXN SMILES: [CH2:1]([C:3]1[CH2:26][CH:25]([C:27]2[CH:28]=[N:29][CH:30]=[CH:31][CH:32]=2)[O:24][C:5]2([CH2:10][CH2:9][N:8]([C:11]([C:13]3[CH:18]=[CH:17][C:16]([O:19][CH:20]([CH3:22])[CH3:21])=[C:15]([CH3:23])[CH:14]=3)=[O:12])[CH2:7][CH2:6]2)[CH:4]=1)[CH3:2]>CCO.[Pd]>[CH2:1]([C@H:3]1[CH2:4][C:5]2([CH2:10][CH2:9][N:8]([C:11]([C:13]3[CH:18]=[CH:17][C:16]([O:19][CH:20]([CH3:22])[CH3:21])=[C:15]([CH3:23])[CH:14]=3)=[O:12])[CH2:7][CH2:6]2)[O:24][C@@H:25]([C:27]2[CH:28]=[N:29][CH:30]=[CH:31][CH:32]=2)[CH2:26]1)[CH3:2]. Procedure details: A solution of [8-ethyl-10-(3-pyridyl)-11-oxa-3-azaspiro[5.5]undec-7-en-3-yl]-(4-isopropoxy-3-methyl-phenyl)methanone (90 mg, 0.21 mmol) in EtOH (14 mL) was purged with nitrogen for 5 min and then treated with 10% palladium on carbon (220 mg, 0.21 mmol). The mixture was evacuated and put under a hydrogen atmosphere (balloon). The reaction mixture was stirred for 4 h at 25° C. The reaction mixture was evacuated and put under an inert atmosphere. The Pd-catalyst was removed via filtration and was w... Reactants: CCOc1cc(C(CC(=O)O)N2C(=O)c3cccc([N+](=O)[O-])c3C2=O)ccc1OC, NOCc1ccccc1, Cl, C1CCOC1. Yields the product CCOc1cc(C(CC(=O)NOCc2ccccc2)N2C(=O)c3cccc([N+](=O)[O-])c3C2=O)ccc1OC. RXN SMILES: [CH2:1]([CH3:2])[O:3][c:4]1[cH:5][c:6]([CH:12]([CH2:13][C:14](=[O:15])[OH:16])[N:17]2[C:18](=[O:30])[c:19]3[c:20]([c:23]([N+:27](=[O:28])[O-:29])[cH:24][cH:25][cH:26]3)[C:21]2=[O:22])[cH:7][cH:8][c:9]1[O:10][CH3:11].[CH2:32]([c:33]1[cH:34][cH:35][cH:36][cH:37][cH:38]1)[O:39][NH2:40].[ClH:31].[O:41]1[CH2:42][CH2:43][CH2:44][CH2:45]1>>[CH2:1]([CH3:2])[O:3][c:4]1[cH:5][c:6]([CH:12]([CH2:13][C:14](=[O:15])[NH:40][O:39][CH2:32][c:33]2[cH:34][cH:35][cH:36][cH:37][cH:38]2)[N:17]2[C:18](=[O:30])[c:19]3[c:20]([c:23]([N+:27](=[O:28])[O-:29])[cH:24][cH:25][cH:26]3)[C:21]2=[O:22])[cH:7][cH:8][c:9]1[O:10][CH3:11]. The reactants are CC(C)(C)OC(=O)N1CCN(Cc2ccc3c(c2)N(S(C)(=O)=O)CCO3)CC1, ClCCl, O=C(O)C(F)(F)F. The product is CS(=O)(=O)N1CCOc2ccc(CN3CCNCC3)cc21. As a reaction SMILES: [CH3:1][S:2](=[O:3])(=[O:4])[N:5]1[CH2:6][CH2:7][O:8][c:9]2[c:10]1[cH:11][c:12]([CH2:15][N:16]1[CH2:17][CH2:18][N:19]([C:22]([O:23][C:24]([CH3:25])([CH3:26])[CH3:27])=[O:28])[CH2:20][CH2:21]1)[cH:13][cH:14]2.[Cl:36][CH2:37][Cl:38].[OH:29][C:30]([C:31]([F:32])([F:33])[F:34])=[O:35]>>[CH3:1][S:2](=[O:3])(=[O:4])[N:5]1[CH2:6][CH2:7][O:8][c:9]2[c:10]1[cH:11][c:12]([CH2:15][N:16]1[CH2:17][CH2:18][NH:19][CH2:20][CH2:21]1)[cH:13][cH:14]2. Starting materials: C[Si](CCOCN(C1=CC(=NC=2N1N=CC2I)C=2C[C@H]1CC[C@@H](C2)N1C(=O)OC(C)(C)C)COCC[Si](C)(C)C)(C)C ((1R,5S)-tert-butyl 3-(7-(bis((2-(trimethylsilyl)ethoxy)methyl)amino)-3-iodopyrazolo[1,5-a]pyrimidin-5-yl)-8-azabicyclo[3.2.1]oct-3-ene-8-carboxylate), C1(=CC=CC=C1)C1=NC=C(C=C1)B1OC(C(O1)(C)C)(C)C (2-phenyl-5-(4,4,5,5-tetramethyl-1,3,2-dioxaborolan-2-yl)pyridine). Yields the product C[Si](CCOCN(C1=CC(=NC=2N1N=CC2C=2C=NC(=CC2)C2=CC=CC=C2)C=2C[C@H]1CC[C@@H](C2)N1C(=O)OC(C)(C)C)COCC[Si](C)(C)C)(C)C ((1R,5S)-tert-butyl 3-(7-(bis((2-(trimethylsilyl)ethoxy)methyl)amino)-3-(6-phenylpyridin-3-yl)pyrazolo[1,5-a]pyrimidin-5-yl)-8-azabicyclo[3.2.1]oct-3-ene-8-carboxylate). RXN SMILES: [CH3:1][Si:2]([CH3:42])([CH3:41])[CH2:3][CH2:4][O:5][CH2:6][N:7]([CH2:33][O:34][CH2:35][CH2:36][Si:37]([CH3:40])([CH3:39])[CH3:38])[C:8]1[N:13]2[N:14]=[CH:15][C:16](I)=[C:12]2[N:11]=[C:10]([C:18]2[CH2:19][C@@H:20]3[N:25]([C:26]([O:28][C:29]([CH3:32])([CH3:31])[CH3:30])=[O:27])[C@H:23]([CH:24]=2)[CH2:22][CH2:21]3)[CH:9]=1.[C:43]1([C:49]2[CH:54]=[CH:53][C:52](B3OC(C)(C)C(C)(C)O3)=[CH:51][N:50]=2)[CH:48]=[CH:47][CH:46]=[CH:45][CH:44]=1>>[CH3:1][Si:2]([CH3:42])([CH3:41])[CH2:3][CH2:4][O:5][CH2:6][N:7]([CH2:33][O:34][CH2:35][CH2:36][Si:37]([CH3:40])([CH3:39])[CH3:38])[C:8]1[N:13]2[N:14]=[CH:15][C:16]([C:52]3[CH:51]=[N:50][C:49]([C:43]4[CH:48]=[CH:47][CH:46]=[CH:45][CH:44]=4)=[CH:54][CH:53]=3)=[C:12]2[N:11]=[C:10]([C:18]2[CH2:19][C@@H:20]3[N:25]([C:26]([O:28][C:29]([CH3:32])([CH3:31])[CH3:30])=[O:27])[C@H:23]([CH:24]=2)[CH2:22][CH2:21]3)[CH:9]=1. Procedure: This compound was prepared from (1R,5S)-tert-butyl 3-(7-(bis((2-(trimethylsilyl)ethoxy)methyl)amino)-3-iodopyrazolo[1,5-a]pyrimidin-5-yl)-8-azabicyclo[3.2.1]oct-3-ene-8-carboxylate and 2-phenyl-5-(4,4,5,5-tetramethyl-1,3,2-dioxaborolan-2-yl)pyridine, following essentially the similar procedures given in Preparative Example 1-1. Procedure: One-Pot Two-Enzyme Preparative-Scale Synthesis of Pentasaccharide 3′″-sLNnT Neu5Acα2-3Galβ1-4GlcNAcβ1-3Galβ1-4Glc. To prepare the pentasaccharide, a reaction mixture in Tris-HCl buffer (100 mM, pH 8.5) in a total volume of 8 mL containing LNnT (100 mg, 0.14 mmol), Neu5Ac (65 mg, 0.21 mmol), CTP (119 mg, 0.21 mmol), MgCl2 (20 mM), NmCSS (2.0 mg), and PmST1 M144D (1.5 mg) was incubated in a shaker at 37° C. for 48 hrs. The reaction was monitored by TLC (n-PrOH:H2O:NH4OH=4:2:1 by volume and detecte... Yield: 98.7%. Reaction SMILES: [CH3:1][C:2]([NH:4][C@H:5]1[C@H:10]([O:11][C@@H:12]2[C@@H:17]([OH:18])[C@H:16]([O:19][C@H:20]3[C@H:25]([OH:26])[C@@H:24]([OH:27])[CH:23]([OH:28])[O:22][C@@H:21]3[CH2:29][OH:30])[O:15][C@H:14]([CH2:31][OH:32])[C@@H:13]2[OH:33])[O:9][C@H:8]([CH2:34][OH:35])[C@@H:7]([O:36][C@@H:37]2[O:42][C@H:41]([CH2:43][OH:44])[C@H:40]([OH:45])[C@H:39]([OH:46])[C@H:38]2[OH:47])[C@@H:6]1[OH:48])=[O:3].[OH:49][C:50]([C:52]1([O:63][C@@H:62]([C@@H:64]([C@@H:66]([CH2:68][OH:69])[OH:67])[OH:65])[C@H:57]([NH:58][C:59]([CH3:61])=[O:60])[C@@H:55]([OH:56])[CH2:54]1)O)=[O:51].[Mg+2].[Cl-].[Cl-].[NH4+].[OH-]>C(O)C(N)(CO)CO.Cl.C(O)C.O.C(O)CC>[OH:51][C:50]([C@@:52]1([O:63][C@@H:62]([C@@H:64]([C@@H:66]([CH2:68][OH:69])[OH:67])[OH:65])[C@H:57]([NH:58][C:59]([CH3:61])=[O:60])[C@@H:55]([OH:56])[CH2:54]1)[O:46][C@H:39]1[C@@H:40]([OH:45])[C@@H:41]([CH2:43][OH:44])[O:42][C@@H:37]([O:36][C@@H:7]2[C@@H:8]([CH2:34][OH:35])[O:9][C@@H:10]([O:11][C@H:12]3[C@@H:13]([OH:33])[C@@H:14]([CH2:31][OH:32])[O:15][C@@H:16]([O:19][C@@H:20]4[C@@H:21]([CH2:29][OH:30])[O:22][CH:23]([OH:28])[C@H:24]([OH:27])[C@H:25]4[OH:26])[C@@H:17]3[OH:18])[C@H:5]([NH:4][C:2]([CH3:1])=[O:3])[C@H:6]2[OH:48])[C@@H:38]1[OH:47])=[O:49] |f:2.3.4,5.6,7.8|. The reactants are Pentasaccharide 3′″-sLNnT Neu5Acα2-3Galβ1-4GlcNAcβ1-3Galβ1-4Glc, CC(=O)N[C@@H]1[C@H]([C@@H]([C@H](O[C@H]1O[C@H]2[C@H]([C@H](O[C@H]([C@@H]2O)O[C@@H]3[C@H](OC([C@@H]([C@H]3O)O)O)CO)CO)O)CO)O[C@H]4[C@@H]([C@H]([C@H]([C@H](O4)CO)O)O)O)O (LNnT), OC(=O)C1(O)C[C@H](O)[C@@H](NC(=O)C)[C@@H](O1)[C@H](O)[C@H](O)CO (Neu5Ac), [Mg+2].[Cl-].[Cl-] (MgCl2), p-anisaldehyde sugar, pentasaccharide, [NH4+].[OH-] (NH4OH). Product: OC(=O)[C@@]1(O[C@@H]2[C@H]([C@H](O[C@H]3[C@@H]([C@H]([C@H](O[C@@H]4[C@H]([C@H](O[C@H]5[C@@H]([C@H](C(O)O[C@@H]5CO)O)O)O[C@@H]([C@@H]4O)CO)O)O[C@@H]3CO)NC(=O)C)O)O[C@@H]([C@@H]2O)CO)O)C[C@H](O)[C@@H](NC(=O)C)[C@@H](O1)[C@H](O)[C@H](O)CO (Neu5Acα2-3Galβ1-4GlcNAcβ1-3Galβ1-4Glc). The solvent is O (H2O), C(C(CO)(CO)N)O.Cl (Tris-HCl), C(CC)O (n-PrOH), C(C)O (ethanol). Reaction conditions: time 48 hour. Starting materials: ClC1=CC=C(C(=N1)C(=O)NC1=C2C=NNC2=CC(=C1)C1=C2C=CNC2=CC=C1)F (6-Chloro-3-fluoro-N-[6-(1H-indol-4-yl)-1H-indazol-4-yl]-2-pyridinecarboxamide), CS(=O)C.CO (DMSO MeOH). Solvent: N1CCOCC1 (morpholine). Reaction conditions: temperature 160 celsius. The product is CN(C=1C(=NC(=CC1)N1CCOCC1)C(=O)NC1=C2C=NNC2=CC(=C1)C1=C2C=CNC2=CC=C1)C (3-(Dimethylamino)-N-[6-(1H-indol-4-yl)-1H-indazol-4-yl]-6-(4-morpholinyl)-2-pyridinecarboxamide). RXN SMILES: Cl[C:2]1[N:7]=[C:6]([C:8]([NH:10][C:11]2[CH:19]=[C:18]([C:20]3[CH:28]=[CH:27][CH:26]=[C:25]4[C:21]=3[CH:22]=[CH:23][NH:24]4)[CH:17]=[C:16]3[C:12]=2[CH:13]=[N:14][NH:15]3)=[O:9])[C:5](F)=[CH:4][CH:3]=1.CS(C)=O.[CH3:34][OH:35]>N1CCOCC1>[CH3:8][N:10]([CH3:11])[C:5]1[C:6]([C:8]([NH:10][C:11]2[CH:19]=[C:18]([C:20]3[CH:28]=[CH:27][CH:26]=[C:25]4[C:21]=3[CH:22]=[CH:23][NH:24]4)[CH:17]=[C:16]3[C:12]=2[CH:13]=[N:14][NH:15]3)=[O:9])=[N:7][C:2]([N:7]2[CH2:6][CH2:5][O:35][CH2:34][CH2:2]2)=[CH:3][CH:4]=1 |f:1.2|. Procedure: 6-Chloro-3-fluoro-N-[6-(1H-indol-4-yl)-1H-indazol-4-yl]-2-pyridinecarboxamide (50 mg, 0.12 mmol) was placed in a microwave vial and dissolved in morpholine (0.5 ml). The mixture was heated at 160° C. for 2 h under microwave irradiation. The solvent was removed under a stream of nitrogen to give a crude residue that was dissolved in DMSO/MeOH (1:1) and purified by Mass Directed Automated Preparative HPLC (Method C). The product was loaded onto a 1 g aminopropyl column, eluted with MeOH and the so... The reactants are BrCCCCN1CSC(C1=O)(C)C (3-(4-bromobutyl)-5,5-dimethyl-4-thiazolidinone), CC1=C(C=CC=C1)N1CCNCC1 (1-(2-methylphenyl)-piperazine), C(=O)([O-])[O-].[K+].[K+] (K2CO3), N[C@@H](CC1=CC=C2C=CC=CC2=C1)C(=O)O (Nal), [Br-] (bromide), CO.C(Cl)Cl (MeOH CH2Cl2). The solvent is C(C)#N (acetonitrile), C(C)(=O)OCC (ethyl acetate). Run at temperature 75 celsius, time 16 hour. The product is Cl.CC1=C(C=CC=C1)N1CCN(CC1)CCCCN1CSC(C1=O)(C)C (3-[4-[1-(2-Methylphenyl)-4-piperazinyl]butyl]-5,5-dimethyl-4-thiazolidinone hydrochloride). As a reaction SMILES: Br[CH2:2][CH2:3][CH2:4][CH2:5][N:6]1[C:10](=[O:11])[C:9]([CH3:13])([CH3:12])[S:8][CH2:7]1.[CH3:14][C:15]1[CH:20]=[CH:19][CH:18]=[CH:17][C:16]=1[N:21]1[CH2:26][CH2:25][NH:24][CH2:23][CH2:22]1.C([O-])([O-])=O.[K+].[K+].N[C@H](C(O)=O)CC1C=C2C(C=CC=C2)=CC=1.[Br-].CO.C(Cl)[Cl:53]>C(OCC)(=O)C.C(#N)C>[ClH:53].[CH3:14][C:15]1[CH:20]=[CH:19][CH:18]=[CH:17][C:16]=1[N:21]1[CH2:26][CH2:25][N:24]([CH2:2][CH2:3][CH2:4][CH2:5][N:6]2[C:10](=[O:11])[C:9]([CH3:13])([CH3:12])[S:8][CH2:7]2)[CH2:23][CH2:22]1 |f:2.3.4,7.8,11.12|. Procedure details: A mixture of 3-(4-bromobutyl)-5,5-dimethyl-4-thiazolidinone (4.00 g), 1-(2-methylphenyl)-piperazine (3.87 g), K2CO3 (8.31 g), Nal (290 mg) and acetonitrile (175 ml) was heated at 75° C. (bath temperature) under nitrogen. After 16 hours, TLC analysis (silica gel, 5% MeOH/CH2Cl2) showed absence of the starting bromide and presence of a major product, Rf =0.24. The reaction mixture was cooled to room temperature, ethyl acetate (150 ml) was added, and the mixture filtered. The filtrate was concentra...